This data is from the Open Reaction Database (ORD), a public repository of structured organic reaction records. The task is: describe an organic reaction: reactants, conditions, products, and yield Starting materials: Cl.NO (hydroxylamine hydrochloride), TEA, ClC1=CC(=CC(=N1)N1CCC(CC1)NC(OC(C)(C)C)=O)C#N (tert-butyl 1-(6-chloro-4-cyanopyridin-2-yl)piperidin-4-ylcarbamate), ClC1=CC(=CC(=N1)N1CCC(CC1)NC(OC(C)(C)C)=O)C#N (tert-butyl 1-(6-chloro-4-cyanopyridin-2-yl)piperidin-4-ylcarbamate). The solvent is CO (MeOH). The product is NC(C1=CC(=NC(=C1)Cl)N1CCC(CC1)NC(OC(C)(C)C)=O)=NO (tert-Butyl 1-{4-[amino(hydroxyimino)methyl]-6-chloropyridin-2-yl}piperidin-4-ylcarbamate). RXN SMILES: [Cl:1][C:2]1[N:7]=[C:6]([N:8]2[CH2:13][CH2:12][CH:11]([NH:14][C:15](=[O:21])[O:16][C:17]([CH3:20])([CH3:19])[CH3:18])[CH2:10][CH2:9]2)[CH:5]=[C:4]([C:22]#[N:23])[CH:3]=1.Cl.[NH2:25][OH:26]>CO>[NH2:23][C:22](=[N:25][OH:26])[C:4]1[CH:3]=[C:2]([Cl:1])[N:7]=[C:6]([N:8]2[CH2:9][CH2:10][CH:11]([NH:14][C:15](=[O:21])[O:16][C:17]([CH3:20])([CH3:18])[CH3:19])[CH2:12][CH2:13]2)[CH:5]=1 |f:1.2|. Reported procedure: TEA (0.24 ml, 1.78 mmol) was added to a solution of tert-butyl 1-(6-chloro-4-cyanopyridin-2-yl)piperidin-4-ylcarbamate (Intermediate 53, 0.4 g, 1.19 mmol) in MeOH (2 ml), followed by the addition of hydroxylamine hydrochloride (0.82 g, 1.19 mmol). The mixture was refluxed for 4 h, then the solvent was removed in vacuo to give the desired product. (410 mg). The reactants are COC1=C(COCCCOC2=CC=C(C=C2)C2C(CN(CC2)C(=O)OC(C)(C)C)OCCOC2=C(C=CC=C2)CCOS(=O)(=O)C2=CC=C(C=C2)C)C=CC=C1 (tert-butyl 4-{4-[3-(2-methoxybenzyloxy)propoxy]phenyl}-3-(2-{2-[2-(toluene-4-sulphonyloxy)ethyl]phenoxy}ethoxy)piperidine-1-carboxylate), N1C=NC=C1 (1H-imidazole). Yields the product N1(C=NC=C1)CCC1=C(OCCOC2CN(CCC2C2=CC=C(C=C2)OCCCOCC2=C(C=CC=C2)OC)C(=O)OC(C)(C)C)C=CC=C1 (tert-Butyl 3-{2-[2-(2-imidazol-1-ylethyl)phenoxy]ethoxy}-4-{4-[3-(2-methoxybenzyloxy)propoxy]phenyl}piperidine-1-carboxylate). As a reaction SMILES: [CH3:1][O:2][C:3]1[CH:56]=[CH:55][CH:54]=[CH:53][C:4]=1[CH2:5][O:6][CH2:7][CH2:8][CH2:9][O:10][C:11]1[CH:16]=[CH:15][C:14]([CH:17]2[CH2:22][CH2:21][N:20]([C:23]([O:25][C:26]([CH3:29])([CH3:28])[CH3:27])=[O:24])[CH2:19][CH:18]2[O:30][CH2:31][CH2:32][O:33][C:34]2[CH:39]=[CH:38][CH:37]=[CH:36][C:35]=2[CH2:40][CH2:41]OS(C2C=CC(C)=CC=2)(=O)=O)=[CH:13][CH:12]=1.[NH:57]1[CH:61]=[CH:60][N:59]=[CH:58]1>>[N:57]1([CH2:41][CH2:40][C:35]2[CH:36]=[CH:37][CH:38]=[CH:39][C:34]=2[O:33][CH2:32][CH2:31][O:30][CH:18]2[CH:17]([C:14]3[CH:13]=[CH:12][C:11]([O:10][CH2:9][CH2:8][CH2:7][O:6][CH2:5][C:4]4[CH:53]=[CH:54][CH:55]=[CH:56][C:3]=4[O:2][CH3:1])=[CH:16][CH:15]=3)[CH2:22][CH2:21][N:20]([C:23]([O:25][C:26]([CH3:28])([CH3:27])[CH3:29])=[O:24])[CH2:19]2)[CH:61]=[CH:60][N:59]=[CH:58]1. Procedure details: Analogously to Example 27a, 0.20 g of tert-butyl 4-{4-[3-(2-methoxybenzyloxy)propoxy]phenyl}-3-(2-{2-[2-(toluene-4-sulphonyloxy)ethyl]phenoxy}ethoxy)piperidine-1-carboxylate (Example 26b) and 0.34 g of 1H-imidazole are reacted. The title compound is obtained as a colourless oil. Rf=0.55 (200:20:1 dichloromethane-methanol-25% conc. ammonia); Rt=5.37.